Task: describe an organic reaction: reactants, conditions, products, and yield. Dataset: the Open Reaction Database (ORD), a public repository of structured organic reaction records Starting materials: Cl (HCl), ClC1=CC=C(C=C1)CC\C(=C/C(=O)OCC)\C1=CC=CC=C1 ((E)-ethyl 5-(4-chlorophenyl)-3-phenylpent-2-enoate), [OH-].[Na+] (NaOH), O (water). The solvent is CCO (EtOH). Yields the product ClC1=CC=C(C=C1)CC\C(=C/C(=O)O)\C1=CC=CC=C1 ((E)-5-(4-chlorophenyl)-3-phenylpent-2-enoic acid). Yield: 72.0%. Reaction SMILES: [Cl:1][C:2]1[CH:7]=[CH:6][C:5]([CH2:8][CH2:9]/[C:10](/[C:17]2[CH:22]=[CH:21][CH:20]=[CH:19][CH:18]=2)=[CH:11]\[C:12]([O:14]CC)=[O:13])=[CH:4][CH:3]=1.[OH-].[Na+].O.Cl>CCO>[Cl:1][C:2]1[CH:3]=[CH:4][C:5]([CH2:8][CH2:9]/[C:10](/[C:17]2[CH:18]=[CH:19][CH:20]=[CH:21][CH:22]=2)=[CH:11]\[C:12]([OH:14])=[O:13])=[CH:6][CH:7]=1 |f:1.2|. Reported procedure: A solution of (E)-ethyl 5-(4-chlorophenyl)-3-phenylpent-2-enoate (160 mg) and 4M NaOH (1.3 ml) in EtOH (10 ml) was stirred at rt for 4 h. The mixture was poured into water (30 ml), acidified to pH 2 with 10% HCl and extracted with ethyl acetate (3×20 ml). The combined organic layers were washed with brine (20 ml), dried (MgSO4) and evaporated to afford a crude, which was purified by crystallisation from hexane/ethylacetate to afford (E)-5-(4-chlorophenyl)-3-phenylpent-2-enoic acid (105 mg) as co... Starting materials: N1C=C(C2=CC=CC=C12)CCN1CCC2(CNC(O2)=O)CC1 (8-[2-(3-indolyl)ethyl]-1-oxa-3,8-diazaspiro[4.5]decan-2-one), Cl (hydrogen chloride), C(C)OCC (diethyl ether). The solvent is C(C)(C)O (i-propyl alcohol). The product is Cl.N1C=C(C2=CC=CC=C12)CCN1CCC2(CNC(O2)=O)CC1 (8-[2-(3-indolyl)ethyl]-1-oxa-3,8-diazaspiro[4.5]decan-2-one hydrochloride). Reaction SMILES: [NH:1]1[C:9]2[C:4](=[CH:5][CH:6]=[CH:7][CH:8]=2)[C:3]([CH2:10][CH2:11][N:12]2[CH2:22][CH2:21][C:15]3([O:19][C:18](=[O:20])[NH:17][CH2:16]3)[CH2:14][CH2:13]2)=[CH:2]1.[ClH:23].C(OCC)C>C(O)(C)C>[ClH:23].[NH:1]1[C:9]2[C:4](=[CH:5][CH:6]=[CH:7][CH:8]=2)[C:3]([CH2:10][CH2:11][N:12]2[CH2:13][CH2:14][C:15]3([O:19][C:18](=[O:20])[NH:17][CH2:16]3)[CH2:21][CH2:22]2)=[CH:2]1 |f:4.5|. Procedure: To a solution of 2 g 8-[2-(3-indolyl)ethyl]-1-oxa-3,8-diazaspiro[4.5]decan-2-one in 20 ml i-propyl alcohol is added sufficient 3% methanolic hydrogen chloride to make the solution acid to litmus. Addition of 250 ml diethyl ether followed by filtration affords 1.89 g 8-[2-(3-indolyl)ethyl]-1-oxa-3,8-diazaspiro[4.5]decan-2-one hydrochloride, mp 249°-254° (d). Reactants: C1CCCCC1, CCCCCC(O)C#CCC(CCCCCCC(=O)O)S(C)(=O)=O, CCOC(C)=O, [H][H]. Product: CCCCCC(O)CCCC(CCCCCCC(=O)O)S(C)(=O)=O. RXN SMILES: [CH2:33]1[CH2:34][CH2:35][CH2:36][CH2:37][CH2:38]1.[CH3:1][S:2](=[O:3])(=[O:4])[CH:5]([CH2:6][CH2:7][CH2:8][CH2:9][CH2:10][CH2:11][C:12](=[O:13])[OH:14])[CH2:15][C:16]#[C:17][CH:18]([CH2:19][CH2:20][CH2:21][CH2:22][CH3:23])[OH:24].[CH3:27][CH2:28][O:29][C:30](=[O:31])[CH3:32].[H:25][H:26]>>[CH3:1][S:2](=[O:3])(=[O:4])[CH:5]([CH2:6][CH2:7][CH2:8][CH2:9][CH2:10][CH2:11][C:12](=[O:13])[OH:14])[CH2:15][CH2:16][CH2:17][CH:18]([CH2:19][CH2:20][CH2:21][CH2:22][CH3:23])[OH:24]. The reactants are C1(=CC=CC=C1)CC(CC(=S)OC)=O (methyl phenylthioacetoacetate), C(=O)[O-].[NH4+] (ammonium formate), C(#N)[BH3-].[Na+] (sodium cyanoborohydride). The solvent is CO (MeOH), CCOC(=O)C (EtOAc). Conditions: time 18 hour. Product: COC(CC(CC1=CC=CC=C1)N)=S (Methyl-3(R,S)-amino-4-phenylthiobutanoate). The yield is 64.8%. Reaction SMILES: [C:1]1([CH2:7][C:8](=O)[CH2:9][C:10]([O:12][CH3:13])=[S:11])[CH:6]=[CH:5][CH:4]=[CH:3][CH:2]=1.C([O-])=O.[NH4+].C([BH3-])#[N:20].[Na+]>CO.CCOC(C)=O>[CH3:13][O:12][C:10](=[S:11])[CH2:9][CH:8]([NH2:20])[CH2:7][C:1]1[CH:6]=[CH:5][CH:4]=[CH:3][CH:2]=1 |f:1.2,3.4|. Reported procedure: To a solution of methyl phenylthioacetoacetate (1.00 g, 4.5 mmol) in MeOH (20 ml), ammonium formate (4.26 g, 6.75 mmol) and sodium cyanoborohydride (0.42 g, 6.7 mmol) were added. The reaction mixture was stirred at room temperature for 18 h, then diluted with EtOAc and partitioned into 1M HCl. The aqueous layer was then basified to pH=8.0 with NaOH. The desired product was extracted out with EtOAc, washed with water and brine, dried over Na2SO4 and concentrated to yield 0.61 g yellow oil; MS (NH... The reactants are raw material, C(=O)(Cl)Cl (phosgene), ClC1=C(C=CC=C1)Cl (ortho dichlorobenzene), C(=O)(Cl)Cl (phosgene), 100, NCC1CCC(CC1)CN (1,4-bis(aminomethyl)cyclohexane), ClC1=C(C=CC=C1)Cl (ortho dichlorobenzene), C(=O)(Cl)Cl (phosgene), NCC1CCC(CC1)CN (1,4-bis(aminomethyl)cyclohexane), O (water). Run at time 5 hour. The product is N(=C=O)CC1CCC(CC1)CN=C=O (1,4-bis(isocyanatomethyl)cyclohexane). Isolated yield 90.0%. RXN SMILES: [NH2:1][CH2:2][CH:3]1[CH2:8][CH2:7][CH:6]([CH2:9][NH2:10])[CH2:5][CH2:4]1.[OH2:11].[C:12](Cl)(Cl)=[O:13].Cl[C:17]1C=CC=CC=1Cl>>[N:1]([CH2:2][CH:3]1[CH2:8][CH2:7][CH:6]([CH2:9][N:10]=[C:12]=[O:13])[CH2:5][CH2:4]1)=[C:17]=[O:11]. Procedure: As a raw material, 1,4-bis(aminomethyl)cyclohexane (manufactured by Mitsubishi Gas Chemical Company, Inc.) having a trans-isomer/cis-isomer ratio of 93/7 determined by 13C-NMR was used to perform cold/hot two-stage phosgenation method under normal pressure. Specifically, a stirring rod, a thermometer, a phosgene inlet tube, a dropping funnel, and a condenser tube were attached to a flask, and the flask was charged with 400 parts by mass of ortho dichlorobenzene. While the flask was cooled with c... Starting materials: CCO, CCOC(=O)COc1ccc(-c2cccnc2)cc1Cl, Cl, [Na+], [OH-], O. Product: O=C(O)COc1ccc(-c2cccnc2)cc1Cl. Reaction SMILES: [CH3:23][CH2:24][OH:25].[Cl:3][c:4]1[c:5]([O:6][CH2:7][C:8](=[O:9])[O:10][CH2:11][CH3:12])[cH:13][cH:14][c:15](-[c:17]2[cH:18][n:19][cH:20][cH:21][cH:22]2)[cH:16]1.[ClH:26].[Na+:2].[OH-:1].[OH2:27]>>[Cl:3][c:4]1[c:5]([O:6][CH2:7][C:8](=[O:9])[OH:10])[cH:13][cH:14][c:15](-[c:17]2[cH:18][n:19][cH:20][cH:21][cH:22]2)[cH:16]1.